This data is from the Open Reaction Database (ORD), a public repository of structured organic reaction records. The task is: describe an organic reaction: reactants, conditions, products, and yield Starting materials: CC(=O)O, CSc1[nH]c2c(Cl)cc(Cl)cc2c(=O)c1C(=O)Nc1ccc(Cl)cc1Cl, O, OO. The product is CS(=O)c1[nH]c2c(Cl)cc(Cl)cc2c(=O)c1C(=O)Nc1ccc(Cl)cc1Cl. RXN SMILES: [CH3:30][C:31](=[O:32])[OH:33].[Cl:1][c:2]1[c:3]([NH:9][C:10](=[O:11])[c:12]2[c:13]([S:25][CH3:26])[nH:14][c:15]3[c:16]([Cl:24])[cH:17][c:18]([Cl:23])[cH:19][c:20]3[c:21]2=[O:22])[cH:4][cH:5][c:6]([Cl:8])[cH:7]1.[OH2:29].[OH:27][OH:28]>>[Cl:1][c:2]1[c:3]([NH:9][C:10](=[O:11])[c:12]2[c:13]([S:25]([CH3:26])=[O:27])[nH:14][c:15]3[c:16]([Cl:24])[cH:17][c:18]([Cl:23])[cH:19][c:20]3[c:21]2=[O:22])[cH:4][cH:5][c:6]([Cl:8])[cH:7]1. Reactants: C(C)(C)C=1OC=C(N1)\C=C\C=1C(=NN(C1)C1=CC=CC=C1)OCOC (2-isopropyl-4-{(E)-2-[3-(methoxymethoxy)-1-phenyl-1H-pyrazol-4-yl]ethenyl}-1,3-oxazole), Cl (hydrochloric acid). Solvent: CO (methanol). Reaction conditions: temperature 50 celsius, time 1 hour. Yields the product Cl.C(C)(C)C=1OC=C(N1)/C=C/C=1C(=NN(C1)C1=CC=CC=C1)O (4-[(E)-2-(2-isopropyl-1,3-oxazol-4-yl)ethenyl]-1-phenyl-1H-pyrazol-3-ol hydrochloride). Yield: 92.0%. Reaction SMILES: [CH:1]([C:4]1[O:5][CH:6]=[C:7](/[CH:9]=[CH:10]/[C:11]2[C:12]([O:22]COC)=[N:13][N:14]([C:16]3[CH:21]=[CH:20][CH:19]=[CH:18][CH:17]=3)[CH:15]=2)[N:8]=1)([CH3:3])[CH3:2].[ClH:26]>CO>[ClH:26].[CH:1]([C:4]1[O:5][CH:6]=[C:7](/[CH:9]=[CH:10]/[C:11]2[C:12]([OH:22])=[N:13][N:14]([C:16]3[CH:17]=[CH:18][CH:19]=[CH:20][CH:21]=3)[CH:15]=2)[N:8]=1)([CH3:3])[CH3:2] |f:3.4|. Procedure details: To a solution of 2-isopropyl-4-{(E)-2-[3-(methoxymethoxy)-1-phenyl-1H-pyrazol-4-yl]ethenyl}-1,3-oxazole (1.00 g) in methanol (12 mL) was added concentrated hydrochloric acid (0.52 mL) at room temperature, and the mixture was stirred at 50° C. for 1 hr. The reaction mixture was evaporated under reduced pressure, and the residue was washed with diethyl ether to give 4-[(E)-2-(2-isopropyl-1,3-oxazol-4-yl)ethenyl]-1-phenyl-1H-pyrazol-3-ol hydrochloride (0.95 g, yield 92%) as orange crystals. melting... The reactants are C1(CCCCC1)P(C1=C(C=CC=C1)C1=C(C=CC=C1)N(C)C)C1CCCCC1 (2-dicyclohexylphosphino-2′-(N,N-dimethylamino)biphenyl), P(=O)([O-])([O-])[O-].[K+].[K+].[K+] (potassium phosphate), ClC1=CC=C(C=C1)C=1N(C(N(N1)CC1=CN=C(S1)Cl)=O)C[C@@H](C(F)(F)F)O (5-(4-Chlorophenyl)-2-[(2-chloro-1,3-thiazol-5-yl)methyl]-4-[(2S)-3,3,3-trifluoro-2-hydroxypropyl]-2,4-dihydro-3H-1,2,4-triazol-3-one), FC(C1=C(C=CC=C1)B(O)O)(F)F (2-(trifluoromethyl)phenylboronic acid). Reagents/catalysts: C=1C=CC(=CC1)/C=C/C(=O)/C=C/C2=CC=CC=C2.C=1C=CC(=CC1)/C=C/C(=O)/C=C/C2=CC=CC=C2.C=1C=CC(=CC1)/C=C/C(=O)/C=C/C2=CC=CC=C2.[Pd].[Pd] (tris(dibenzylideneacetone)dipalladium). The solvent is C(C)(=O)OCC (ethyl acetate), O (water), C1(=CC=CC=C1)C (toluene). Run at temperature 110 celsius. The product is ClC1=CC=C(C=C1)C=1N(C(N(N1)CC1=CN=C(S1)C1=C(C=CC=C1)C(F)(F)F)=O)C[C@@H](C(F)(F)F)O (5-(4-Chlorophenyl)-4-[(2S)-3,3,3-trifluoro-2-hydroxypropyl]-2-({2-[2-(trifluoromethyl)phenyl]-1,3-thiazol-5-yl}methyl)-2,4-dihydro-3H-1,2,4-triazol-3-one). As a reaction SMILES: [Cl:1][C:2]1[CH:7]=[CH:6][C:5]([C:8]2[N:9]([CH2:21][C@H:22]([OH:27])[C:23]([F:26])([F:25])[F:24])[C:10](=[O:20])[N:11]([CH2:13][C:14]3[S:18][C:17](Cl)=[N:16][CH:15]=3)[N:12]=2)=[CH:4][CH:3]=1.[F:28][C:29]([F:40])([F:39])[C:30]1[CH:35]=[CH:34][CH:33]=[CH:32][C:31]=1B(O)O.C1(P(C2CCCCC2)C2C=CC=CC=2C2C=CC=CC=2N(C)C)CCCCC1.P([O-])([O-])([O-])=O.[K+].[K+].[K+]>C1(C)C=CC=CC=1.C(OCC)(=O)C.O.C1C=CC(/C=C/C(/C=C/C2C=CC=CC=2)=O)=CC=1.C1C=CC(/C=C/C(/C=C/C2C=CC=CC=2)=O)=CC=1.C1C=CC(/C=C/C(/C=C/C2C=CC=CC=2)=O)=CC=1.[Pd].[Pd]>[Cl:1][C:2]1[CH:3]=[CH:4][C:5]([C:8]2[N:9]([CH2:21][C@H:22]([OH:27])[C:23]([F:26])([F:24])[F:25])[C:10](=[O:20])[N:11]([CH2:13][C:14]3[S:18][C:17]([C:31]4[CH:32]=[CH:33][CH:34]=[CH:35][C:30]=4[C:29]([F:40])([F:39])[F:28])=[N:16][CH:15]=3)[N:12]=2)=[CH:6][CH:7]=1 |f:3.4.5.6,10.11.12.13.14|. Reported procedure: Under an atmosphere of argon, 62 mg (0.14 mmol) of the compound from Example 31A and 40 mg (0.21 mmol) of 2-(trifluoromethyl)phenylboronic acid were dissolved in 2 ml of toluene. 6.5 mg (0.007 mmol) of tris(dibenzylideneacetone)dipalladium, 5.6 mg (0.014 mmol) of 2-dicyclohexylphosphino-2′-(N,N-dimethylamino)biphenyl and 60 mg (0.28 mmol) of potassium phosphate were then added, and under argon the mixture was heated to 110° C. for 48 h. For work-up, the mixture was diluted at RT with 10 ml of et... Starting materials: C1CCC2=CC=C(C=C12)C1(CC1)C#N (1-(2,3-dihydro-1H-inden-6-yl)cyclopropanecarbonitrile), [OH-].[Na+] (sodium hydroxide), CO (methanol), Cl (hydrogen chloride), ice water. Reaction conditions: temperature 100 celsius. Product: C1CCC2=CC=C(C=C12)C1(CC1)C(=O)O (1-(2,3-dihydro-1H-inden-6-yl)cyclopropanecarboxylic acid). Isolated yield 47.0%. RXN SMILES: [CH2:1]1[C:9]2[C:4](=[CH:5][CH:6]=[C:7]([C:10]3([C:13]#N)[CH2:12][CH2:11]3)[CH:8]=2)[CH2:3][CH2:2]1.[OH-:15].[Na+].Cl.C[OH:19]>>[CH2:1]1[C:9]2[C:4](=[CH:5][CH:6]=[C:7]([C:10]3([C:13]([OH:19])=[O:15])[CH2:12][CH2:11]3)[CH:8]=2)[CH2:3][CH2:2]1 |f:1.2|. Procedure details: To a stirred 1-(2,3-dihydro-1H-inden-6-yl)cyclopropanecarbonitrile (9.3 g, 50.8 mmol) in methanol (40 mL) was added a solution of 150 mL of sodium hydroxide (25% NaOH w/w in water). The mixture was heated at 100° C. for 8 hours. After cooling to room temperature, the reaction mixture was poured over ice-water (0° C.), the pH was adjusted to pH=4 with hydrogen chloride (1 N) and the mixture was extracted with dichloromethane (3×100 mL). The combined organic layers were dried over Na2SO4 and evapo... Reagents/catalysts: C=1C=CC(=CC1)[P](C=2C=CC=CC2)(C=3C=CC=CC3)[Pd]([P](C=4C=CC=CC4)(C=5C=CC=CC5)C=6C=CC=CC6)([P](C=7C=CC=CC7)(C=8C=CC=CC8)C=9C=CC=CC9)[P](C=1C=CC=CC1)(C=1C=CC=CC1)C=1C=CC=CC1 (Pd(PPh3)4). Reported procedure: 20 ml of 1,2-dimethoxyethane were aerated with argon, and 230 mg (0.2 mmol) of Pd(PPh3)4 and 0.86 g (4 mmol) of methyl 2-bromobenzoate were added. After 10 min, 1.51 g (6 mmol) of 3-(tert-butoxycarbonylaminomethyl)pyridine-4-boronic acid and finally 4 ml of a 2M sodium carbonate solution were added. The mixture was heated to reflux under argon for 13 h, diluted with dichloromethane after cooling and washed with water. The organic phase was dried, concentrated and purified by chromatography on si... Solvent: ClCCl (dichloromethane). The reactants are COCCOC (1,2-dimethoxyethane), BrC1=C(C(=O)OC)C=CC=C1 (methyl 2-bromobenzoate), C(C)(C)(C)OC(=O)NCC=1C=NC=CC1B(O)O (3-(tert-butoxycarbonylaminomethyl)pyridine-4-boronic acid), C([O-])([O-])=O.[Na+].[Na+] (sodium carbonate). The product is C(C)(C)(C)OC(=O)NCC=1C=NC=CC1C1=C(C(=O)OC)C=CC=C1 (Methyl 2-[3-(tert-butoxycarbonylaminomethyl)-pyridin-4-yl]benzoate). As a reaction SMILES: COCCOC.Br[C:8]1[CH:17]=[CH:16][CH:15]=[CH:14][C:9]=1[C:10]([O:12][CH3:13])=[O:11].[C:18]([O:22][C:23]([NH:25][CH2:26][C:27]1[CH:28]=[N:29][CH:30]=[CH:31][C:32]=1B(O)O)=[O:24])([CH3:21])([CH3:20])[CH3:19].C(=O)([O-])[O-].[Na+].[Na+]>ClCCl.C1C=CC([P]([Pd]([P](C2C=CC=CC=2)(C2C=CC=CC=2)C2C=CC=CC=2)([P](C2C=CC=CC=2)(C2C=CC=CC=2)C2C=CC=CC=2)[P](C2C=CC=CC=2)(C2C=CC=CC=2)C2C=CC=CC=2)(C2C=CC=CC=2)C2C=CC=CC=2)=CC=1>[C:18]([O:22][C:23]([NH:25][CH2:26][C:27]1[CH:28]=[N:29][CH:30]=[CH:31][C:32]=1[C:8]1[CH:17]=[CH:16][CH:15]=[CH:14][C:9]=1[C:10]([O:12][CH3:13])=[O:11])=[O:24])([CH3:21])([CH3:19])[CH3:20] |f:3.4.5,^1:48,50,69,88|. Conditions: time 10 minute. Isolated yield 84.0%. Starting materials: C(#N)[BH3-].[Na+] (sodium cyanoborohydride), ClCCl (Dichloromethane), [Si](C)(C)(C(C)(C)C)OCCCCCCCC#CC1(C(CSC2=CC(=CC=C12)OC)(C)C1=CC=C(C=C1)OC)O (4-[9-(t-butyldimethylsilyloxy)-1-nonynyl]-4-hydroxy-7-methoxy-3-(4-methoxyphenyl)-3-methylthiochroman). The reagents and catalysts are [I-].[Zn+2].[I-] (zinc iodide). Solvent: O (water). Conditions: time 24 hour. Product: [Si](C)(C)(C(C)(C)C)OCCCCCCCC#CC1C(CSC2=CC(=CC=C12)OC)(C)C1=CC=C(C=C1)OC (4-[9-(t-butyldimethylsilyloxy)-1-nonynyl]-7-methoxy-3-(4-methoxyphenyl)-3-methylthiochroman). Yield: 62.0%. Reaction SMILES: ClCCl.[Si:4]([O:11][CH2:12][CH2:13][CH2:14][CH2:15][CH2:16][CH2:17][CH2:18][C:19]#[C:20][C:21]1(O)[C:30]2[C:25](=[CH:26][C:27]([O:31][CH3:32])=[CH:28][CH:29]=2)[S:24][CH2:23][C:22]1([C:34]1[CH:39]=[CH:38][C:37]([O:40][CH3:41])=[CH:36][CH:35]=1)[CH3:33])([C:7]([CH3:10])([CH3:9])[CH3:8])([CH3:6])[CH3:5].C([BH3-])#N.[Na+]>[I-].[Zn+2].[I-].O>[Si:4]([O:11][CH2:12][CH2:13][CH2:14][CH2:15][CH2:16][CH2:17][CH2:18][C:19]#[C:20][CH:21]1[C:30]2[C:25](=[CH:26][C:27]([O:31][CH3:32])=[CH:28][CH:29]=2)[S:24][CH2:23][C:22]1([C:34]1[CH:39]=[CH:38][C:37]([O:40][CH3:41])=[CH:36][CH:35]=1)[CH3:33])([C:7]([CH3:10])([CH3:9])[CH3:8])([CH3:5])[CH3:6] |f:2.3,4.5.6|. Procedure details: Dichloromethane (30 ml) was added to 4-[9-(t-butyldimethylsilyloxy)-1-nonynyl]-4-hydroxy-7-methoxy-3-(4-methoxyphenyl)-3-methylthiochroman (946 mg, 1.66 mmol) obtained in Example 27, and then zinc iodide (795 mg, 2.49 mmol) and sodium cyanoborohydride (782 mg, 12.45 mmol) were added thereto. The reaction solution was stirred for 24 hours at room temperature and, after adding water, extracted with ethyl acetate. The extract was dried over anhydrous magnesium sulfate and concentrated under reduced... Starting materials: CCc1cc(OCCO)c(F)c(C(Nc2ccc(C#N)c(CNC(=O)OC(C)(C)C)c2)c2nn(-c3ncccn3)c(=O)[nH]2)c1, CCOC(C)=O, Cc1ccccc1, ClCCl, Cl. Yields the product CCc1cc(OCCO)c(F)c(C(Nc2ccc3c(c2)CNC3=N)c2nn(-c3ncccn3)c(=O)[nH]2)c1. RXN SMILES: [C:1]([O:2][C:3](=[O:4])[NH:7][CH2:8][c:9]1[c:10]([C:42]#[N:43])[cH:11][cH:12][c:13]([NH:15][CH:16]([c:17]2[n:18][n:19](-[c:23]3[n:24][cH:25][cH:26][cH:27][n:28]3)[c:20](=[O:22])[nH:21]2)[c:29]2[c:30]([F:41])[c:31]([O:37][CH2:38][CH2:39][OH:40])[cH:32][c:33]([CH2:35][CH3:36])[cH:34]2)[cH:14]1)([CH3:5])([CH3:6])[CH3:44].[C:48]([O:49][CH2:50][CH3:51])(=[O:52])[CH3:53].[CH3:55][c:56]1[cH:57][cH:58][cH:59][cH:60][cH:61]1.[Cl:45][CH2:46][Cl:47].[ClH:54]>>[NH:7]1[CH2:8][c:9]2[c:10]([cH:11][cH:12][c:13]([NH:15][CH:16]([c:17]3[n:18][n:19](-[c:23]4[n:24][cH:25][cH:26][cH:27][n:28]4)[c:20](=[O:22])[nH:21]3)[c:29]3[c:30]([F:41])[c:31]([O:37][CH2:38][CH2:39][OH:40])[cH:32][c:33]([CH2:35][CH3:36])[cH:34]3)[cH:14]2)[C:42]1=[NH:43].